This data is from the Open Reaction Database (ORD), a public repository of structured organic reaction records. The task is: describe an organic reaction: reactants, conditions, products, and yield RXN SMILES: [CH3:1][C:2]([OH:3])([CH2:4][CH3:5])[CH3:6].[CH3:97][OH:98].[Cl:9][c:10]1[n:11][c:12]([NH:19][CH:20]2[CH2:21][CH2:22]2)[c:13]2[c:14]([n:15]1)[cH:16][cH:17][o:18]2.[K+:35].[K+:36].[N:7]#[N:8].[NH2:23][c:24]1[cH:25][cH:26][c:27]2[c:32]([cH:33]1)[NH:31][C:30](=[O:34])[CH2:29][CH2:28]2.[O-:37][C:38]([O-:39])=[O:40].[O:43]=[C:44]([CH:45]=[CH:46][c:47]1[cH:48][cH:49][cH:50][cH:51][cH:52]1)[CH:53]=[CH:54][c:55]1[cH:56][cH:57][cH:58][cH:59][cH:60]1.[O:61]=[C:62]([CH:63]=[CH:64][c:65]1[cH:66][cH:67][cH:68][cH:69][cH:70]1)[CH:71]=[CH:72][c:73]1[cH:74][cH:75][cH:76][cH:77][cH:78]1.[O:79]=[C:80]([CH:81]=[CH:82][c:83]1[cH:84][cH:85][cH:86][cH:87][cH:88]1)[CH:89]=[CH:90][c:91]1[cH:92][cH:93][cH:94][cH:95][cH:96]1.[Pd:41].[Pd:42]>>[c:10]1([NH:23][c:24]2[cH:25][cH:26][c:27]3[c:32]([cH:33]2)[NH:31][C:30](=[O:34])[CH2:29][CH2:28]3)[n:11][c:12]([NH:19][CH:20]2[CH2:21][CH2:22]2)[c:13]2[c:14]([n:15]1)[cH:16][cH:17][o:18]2. The product is O=C1CCc2ccc(Nc3nc(NC4CC4)c4occc4n3)cc2N1. Starting materials: CCC(C)(C)O, CO, Clc1nc(NC2CC2)c2occc2n1, [K+], [K+], N#N, Nc1ccc2c(c1)NC(=O)CC2, O=C([O-])[O-], O=C(C=Cc1ccccc1)C=Cc1ccccc1, O=C(C=Cc1ccccc1)C=Cc1ccccc1, O=C(C=Cc1ccccc1)C=Cc1ccccc1, [Pd], [Pd].